This data is from the Open Reaction Database (ORD), a public repository of structured organic reaction records. The task is: describe an organic reaction: reactants, conditions, products, and yield Starting materials: COC(=O)C=1C=CC(=CC1)O (methyl p-hydroxybenzoate), FC1=CC=C(CCl)C=C1 (p-fluorobenzyl chloride), C([O-])([O-])=O.[K+].[K+] (potassium carbonate). Solvent: CC(=O)C (acetone). The product is FC1=CC=C(COC2=CC=C(C(=O)OC)C=C2)C=C1 (Methyl 4-(4-fluorobenzyloxy)-benzoate). Yield: 96.1%. RXN SMILES: [CH3:1][O:2][C:3]([C:5]1[CH:6]=[CH:7][C:8]([OH:11])=[CH:9][CH:10]=1)=[O:4].[F:12][C:13]1[CH:20]=[CH:19][C:16]([CH2:17]Cl)=[CH:15][CH:14]=1.C(=O)([O-])[O-].[K+].[K+]>CC(C)=O>[F:12][C:13]1[CH:20]=[CH:19][C:16]([CH2:17][O:11][C:8]2[CH:9]=[CH:10][C:5]([C:3]([O:2][CH3:1])=[O:4])=[CH:6][CH:7]=2)=[CH:15][CH:14]=1 |f:2.3.4|. Procedure details: A mixture of methyl p-hydroxybenzoate (4.38 g, 28.8 mmol), p-fluorobenzyl chloride (5.0 g, 34.6 mmol) and anhydrous potassium carbonate (10 g) in acetone (250 ml) was heated under reflux for 24 h. The solid was then filtered and the filtrate was evaporated under reduced pressure. Crystallization of the residue from hexane gave 7.20 g (96%) of the title ester as white plates: mp 93-94° C. 1HNMR 400 MHz (CDCl3) δ (ppm): 3.9 (3H, s, OCH3), 5.1 (2H, s, CH2), 7.0 (2H, d, J=8.8 Hz, aromatics), 7.11 (2... Starting materials: N[C@@H](CCN1CCC(CC1)C=1C=C(C=CC1)NC(C(C)C)=O)C1=CC=CC=C1 (N-(3-{1-[(3S)-3-amino-3-phenylpropyl]-4-piperidinyl}phenyl)-2-methylpropanamide), ClC=1C=C(OC2=CC=C(N2)C(=O)Cl)C=C(C1)Cl (5-(3,5-dichlorophenoxy)-1H-pyrrole-2-carbonyl chloride). The product is ClC=1C=C(OC2=CC=C(N2)C(=O)N[C@@H](CCN2CCC(CC2)C2=CC(=CC=C2)NC(C(C)C)=O)C2=CC=CC=C2)C=C(C1)Cl (5-(3,5-DICHLOROPHENOXY)-N-((1S)-3-{4-[3-(ISOBUTYRYLAMINO)PHENYL]-1-PIPERIDINYL}-1-PHENYLPROPYL)-1H-PYRROLE-2-CARBOXAMIDE). As a reaction SMILES: [NH2:1][C@H:2]([C:23]1[CH:28]=[CH:27][CH:26]=[CH:25][CH:24]=1)[CH2:3][CH2:4][N:5]1[CH2:10][CH2:9][CH:8]([C:11]2[CH:12]=[C:13]([NH:17][C:18](=[O:22])[CH:19]([CH3:21])[CH3:20])[CH:14]=[CH:15][CH:16]=2)[CH2:7][CH2:6]1.[Cl:29][C:30]1[CH:31]=[C:32]([CH:42]=[C:43]([Cl:45])[CH:44]=1)[O:33][C:34]1[NH:38][C:37]([C:39](Cl)=[O:40])=[CH:36][CH:35]=1>>[Cl:29][C:30]1[CH:31]=[C:32]([CH:42]=[C:43]([Cl:45])[CH:44]=1)[O:33][C:34]1[NH:38][C:37]([C:39]([NH:1][C@H:2]([C:23]2[CH:24]=[CH:25][CH:26]=[CH:27][CH:28]=2)[CH2:3][CH2:4][N:5]2[CH2:10][CH2:9][CH:8]([C:11]3[CH:16]=[CH:15][CH:14]=[C:13]([NH:17][C:18](=[O:22])[CH:19]([CH3:21])[CH3:20])[CH:12]=3)[CH2:7][CH2:6]2)=[O:40])=[CH:36][CH:35]=1. Procedure details: Prepared by Procedure Q1 and Scheme AC using N-(3-{1-[(3S)-3-amino-3-phenylpropyl]-4-piperidinyl}phenyl)-2-methylpropanamide and 5-(3,5-dichlorophenoxy)-1H-pyrrole-2-carbonyl chloride: ESMS m/e: 634.2 (M+H)+. The reactants are ClC=1C=C(C=C(C1)Cl)/C=C/CNS(=O)(=O)C (trans-N-[3-(3,5-dichloro-phenyl)-allyl]-methanesulfonamide), BrCCCCCCC#N (7-bromoheptanenitrile). The product is C(#N)CCCCCCN(S(=O)(=O)C)C\C=C\C1=CC(=CC(=C1)Cl)Cl (Trans-N-(6-Cyano-hexyl)-N-[3-(3.5-dichloro-phenyl)-allyl]-methanesulfonamide). The yield is 79.7%. Reaction SMILES: [Cl:1][C:2]1[CH:3]=[C:4](/[CH:9]=[CH:10]/[CH2:11][NH:12][S:13]([CH3:16])(=[O:15])=[O:14])[CH:5]=[C:6]([Cl:8])[CH:7]=1.Br[CH2:18][CH2:19][CH2:20][CH2:21][CH2:22][CH2:23][C:24]#[N:25]>>[C:24]([CH2:23][CH2:22][CH2:21][CH2:20][CH2:19][CH2:18][N:12]([CH2:11]/[CH:10]=[CH:9]/[C:4]1[CH:5]=[C:6]([Cl:8])[CH:7]=[C:2]([Cl:1])[CH:3]=1)[S:13]([CH3:16])(=[O:15])=[O:14])#[N:25]. Procedure: In an analogous manner to the procedure described in Step A of Example 1, trans-N-[3-(3,5-dichloro-phenyl)-allyl]-methanesulfonamide (500 mg, 2.45 mmol) was alkylated with 7-bromoheptanenitrile (781 mg; 2.94 mmol) at room temperature over 24 h to provide the title compound of Step A (760 mg). 1H NMR (CDCl3 400 MHz) δ 7.26 (m, 3H), 6.49 (d, 1H), 6.22 (m, 1H), 3.98 (m, 2H), 3.22 (t, 2H), 2.88 (s, 3H), 2.36 (t, 2H), 1.68-1.35 (m, 8H). The reactants are 34, Cl (hydrochloric acid), NC1=CC=CC=C1 (aniline), Cl.OC(CCCC(C)N)(C)C (6-hydroxy-6-methyl-2-heptylamine hydrochloride), 75, [OH-].[Na+] (sodium hydroxide). The reagents and catalysts are [Cl-].[Zn+2].[Cl-] (zinc chloride). Run in O (water), O (water), O (water). Yields the product 18, NC(C)CCCC(C)(C)C1=CC=C(C=C1)N (2-amino-6-(4-aminophenyl)-6-methylheptane). Isolated yield 82.0%. As a reaction SMILES: Cl.[NH2:2][C:3]1[CH:8]=[CH:7][CH:6]=[CH:5][CH:4]=1.Cl.O[C:11]([CH3:19])([CH3:18])[CH2:12][CH2:13][CH2:14][CH:15]([NH2:17])[CH3:16].[OH-].[Na+]>[Cl-].[Zn+2].[Cl-].O>[NH2:17][CH:15]([CH2:14][CH2:13][CH2:12][C:11]([C:6]1[CH:7]=[CH:8][C:3]([NH2:2])=[CH:4][CH:5]=1)([CH3:19])[CH3:18])[CH3:16] |f:2.3,4.5,6.7.8|. Procedure details: To a solution of 34 parts of anhydrous zinc chloride in 51 parts of 36& w/w aqueous hydrochloric acid were added 46.5 parts of aniline and 18.2 parts of 6-hydroxy-6-methyl-2-heptylamine hydrochloride. The whole was charged to a 3-necked round bottomed flask fitted with a thermometer, stirrer, and Dean and Stark water separator. The stirred reaction mixture heated by means of an electric heating mantle was raised to a temperature of 185° C. by removal of water (Dean and Stark), and then maintaine... The reagents and catalysts are [Pd] (Pd/C). Run at temperature 80 celsius. Product: NC=1C=CC2=C(CCCC(N2C)=O)C1OC(C)C (7-amino-1-methyl-6-(propan-2-yloxy)-1,3,4,5-tetrahydro-2H-1-benzazepin-2-one). As a reaction SMILES: C([O-])=O.[NH4+].[CH3:5][N:6]1[C:12]2[CH:13]=[CH:14][C:15]([N+:21]([O-])=O)=[C:16]([O:17][CH:18]([CH3:20])[CH3:19])[C:11]=2[CH2:10][CH2:9][CH2:8][C:7]1=[O:24]>CO.[Pd]>[NH2:21][C:15]1[CH:14]=[CH:13][C:12]2[N:6]([CH3:5])[C:7](=[O:24])[CH2:8][CH2:9][CH2:10][C:11]=2[C:16]=1[O:17][CH:18]([CH3:20])[CH3:19] |f:0.1|. Procedure: 567 mg of ammonium formate and 478 mg of Pd/C (10%) are added to a solution of 416 mg of 1-methyl-7-nitro-6-(propan-2-yloxy)-1,3,4,5-tetrahydro-2H-1-benzazepin-2-one in 30 ml of methanol. The reaction medium is microwave-heated at 80° C. for 5 minutes. The mixture is filtered on Clarcel, and the Clarcel is rinsed with methanol. The filtrate is concentrated under reduced pressure, so as to give 380 mg of 7-amino-1-methyl-6-(propan-2-yloxy)-1,3,4,5-tetrahydro-2H-1-benzazepin-2-one in the form of a... Isolated yield 102.4%. The reactants are C(=O)[O-].[NH4+] (ammonium formate), CN1C(CCCC2=C1C=CC(=C2OC(C)C)[N+](=O)[O-])=O (1-methyl-7-nitro-6-(propan-2-yloxy)-1,3,4,5-tetrahydro-2H-1-benzazepin-2-one). The solvent is CO (methanol). Reactants: C=O (formaldehyde), CN(N)C(=O)NC=1SC(=NN1)C(F)(F)F (2-methyl-4-(5-trifluoromethyl-1,3,4-thiadiazol-2-yl) semicarbazide), [OH-].[K+] (potassium hydroxide). Solvent: CO (methanol). Run at temperature 35 celsius. Yields the product CN1NCN(C1=O)C=1SC(=NN1)C(F)(F)F (2-methyl-4-(5-trifluoromethyl-1,3,4-thiadiazol-2-yl)-1,2,4-triazolidin-3-one). Reaction SMILES: [CH3:1][N:2]([C:4]([NH:6][C:7]1[S:8][C:9]([C:12]([F:15])([F:14])[F:13])=[N:10][N:11]=1)=[O:5])[NH2:3].[CH2:16]=O.[OH-].[K+]>CO>[CH3:1][N:2]1[C:4](=[O:5])[N:6]([C:7]2[S:8][C:9]([C:12]([F:15])([F:13])[F:14])=[N:10][N:11]=2)[CH2:16][NH:3]1 |f:2.3|. Procedure details: The 2-methyl-4-(5-trifluoromethyl-1,3,4-thiadiazol-2-yl)semicarbazide prepared in Example 2 was dissolved in methanol (100 ml) in a glass reaction flask equipped with a mechanical stirrer and thermometer. Aqueous formaldehyde (12 ml; 37% concentration) was then added to the flask with stirring. The reaction mixture warmed to a temperature of about 35° C. Sufficient aqueous potassium hydroxide was then added to adjust the pH of the reaction medium to from about 7 to 8. A solid precipitate was for... The reactants are OC1CNC1 (3-hydroxy-azetidine), COC(=O)C1=NN(C=C1NC(=O)C1=NC(=CC=C1NC=1C=NC=NC1)C1CC1)C (4-{[6-cyclopropyl-3-(pyrimidin-5-ylamino)-pyridine-2-carbonyl]-amino}-1-methyl-1H-pyrazole-3-carboxylic acid methyl ester). The product is OC1CN(C1)C(=O)C1=NN(C=C1NC(=O)C1=NC(=CC=C1NC=1C=NC=NC1)C1CC1)C (6-Cyclopropyl-3-(pyrimidin-5-ylamino)-pyridine-2-carboxylic acid [3-(3-hydroxy-azetidine-1-carbonyl)-1-methyl-1H-pyrazol-4-yl]-amide). The yield is 13.0%. RXN SMILES: [OH:1][CH:2]1[CH2:5][NH:4][CH2:3]1.C[O:7][C:8]([C:10]1[C:14]([NH:15][C:16]([C:18]2[C:23]([NH:24][C:25]3[CH:26]=[N:27][CH:28]=[N:29][CH:30]=3)=[CH:22][CH:21]=[C:20]([CH:31]3[CH2:33][CH2:32]3)[N:19]=2)=[O:17])=[CH:13][N:12]([CH3:34])[N:11]=1)=O>>[OH:1][CH:2]1[CH2:5][N:4]([C:8]([C:10]2[C:14]([NH:15][C:16]([C:18]3[C:23]([NH:24][C:25]4[CH:26]=[N:27][CH:28]=[N:29][CH:30]=4)=[CH:22][CH:21]=[C:20]([CH:31]4[CH2:33][CH2:32]4)[N:19]=3)=[O:17])=[CH:13][N:12]([CH3:34])[N:11]=2)=[O:7])[CH2:3]1. Procedure: According to the general method described in step 5 of example 27, reaction of 3-hydroxy-azetidine with 4-{[6-cyclopropyl-3-(pyrimidin-5-ylamino)-pyridine-2-carbonyl]-amino}-1-methyl-1H-pyrazole-3-carboxylic acid methyl ester provided the title compound (13%) as sticky yellow solid.